This data is from the Open Reaction Database (ORD), a public repository of structured organic reaction records. The task is: describe an organic reaction: reactants, conditions, products, and yield Reactants: ClC=1C=C(C=CC1Cl)NC1=NC=CC=C1C(C)=O (1-(2-(3,4-dichlorophenylamino)pyridin-3-yl)ethanone), Ba(OH)2, 8h, COC=1C=C(C=O)C=C(C1OC)OC (3,4,5-trimethoxybenzaldehyde), COC1=CC=C(C=C1)NC1=NC=CC=C1C=CC(=O)C1=CC(=C(C(=C1)OC)OC)OC (3-(2-(4-Methoxyphenylamino) pyridin-3-yl)-1-(3,4,5-trimethoxyphenyl)prop-2-en-1-one), Cl (HCl). Run in CO (methanol). Reaction conditions: time 5 minute. The product is ClC=1C=C(C=CC1Cl)NC1=NC=CC=C1C(C=CC1=CC(=C(C(=C1)OC)OC)OC)=O (1-(2-(3,4-Dichlorophenylamino)pyridin-3-yl)-3-(3,4,5-trimethoxyphenyl) prop-2-en-1-one). Yield: 84.0%. Reaction SMILES: [Cl:1][C:2]1[CH:3]=[C:4]([NH:9][C:10]2[C:15]([C:16](=[O:18])[CH3:17])=[CH:14][CH:13]=[CH:12][N:11]=2)[CH:5]=[CH:6][C:7]=1[Cl:8].[CH3:19][O:20][C:21]1[CH:22]=[C:23]([CH:26]=[C:27]([O:31][CH3:32])[C:28]=1[O:29][CH3:30])[CH:24]=O.COC1C=CC(NC2C(C=CC(C3C=C(OC)C(OC)=C(OC)C=3)=O)=CC=CN=2)=CC=1.Cl>CO>[Cl:1][C:2]1[CH:3]=[C:4]([NH:9][C:10]2[C:15]([C:16](=[O:18])[CH:17]=[CH:24][C:23]3[CH:26]=[C:27]([O:31][CH3:32])[C:28]([O:29][CH3:30])=[C:21]([O:20][CH3:19])[CH:22]=3)=[CH:14][CH:13]=[CH:12][N:11]=2)[CH:5]=[CH:6][C:7]=1[Cl:8]. Procedure details: To a solution of 1-(2-(3,4-dichlorophenylamino)pyridin-3-yl)ethanone (100 mg, 0.355 mmol) in methanol (5 mL) was added 2N Ba(OH)2 solution (2 ml) and stirred for 5 minutes. Then added 3,4,5-trimethoxybenzaldehyde (68.67 mg, 0.355 mmol) and the reaction mixture was stirred at a temperature of 30° C. for 6h and the reaction was monitored by TLC. After 8h the reaction mixture is acidified with 2N HCl. The resulting precipitate was filtered, washed thoroughly with water and dried over anhydrous CaCl... Starting materials: C(C1=CC=CC=C1)N1CCC(CC1)N1N=CC=2C1=NC(=NC2N2CC1CCC(C2)O1)Cl (1-(1-benzylpiperidin-4-yl)-6-chloro-4-(8-oxa-3-azabicyclo[3.2.1]oct-3-yl)-1H-pyrazolo[3,4-d]pyrimidine), NC1=CC=C(C=C1)O (4-aminophenol). Solvent: C(CO)O (ethylene glycol), CS(=O)C (DMSO). Product: C(C1=CC=CC=C1)N1CCC(CC1)N1N=CC=2C1=NC(=NC2N2CC1CCC(C2)O1)NC1=CC=C(C=C1)O (4-{[1-(1-benzylpiperidin-4-yl)-4-(8-oxa-3-azabicyclo[3.2.1]oct-3-yl)-1H-pyrazolo[3,4-d]pyrimidin-6-yl]amino}phenol). Isolated yield 28.4%. As a reaction SMILES: [CH2:1]([N:8]1[CH2:13][CH2:12][CH:11]([N:14]2[C:18]3=[N:19][C:20](Cl)=[N:21][C:22]([N:23]4[CH2:29][CH:28]5[O:30][CH:25]([CH2:26][CH2:27]5)[CH2:24]4)=[C:17]3[CH:16]=[N:15]2)[CH2:10][CH2:9]1)[C:2]1[CH:7]=[CH:6][CH:5]=[CH:4][CH:3]=1.[NH2:32][C:33]1[CH:38]=[CH:37][C:36]([OH:39])=[CH:35][CH:34]=1>C(O)CO.CS(C)=O>[CH2:1]([N:8]1[CH2:13][CH2:12][CH:11]([N:14]2[C:18]3=[N:19][C:20]([NH:32][C:33]4[CH:38]=[CH:37][C:36]([OH:39])=[CH:35][CH:34]=4)=[N:21][C:22]([N:23]4[CH2:29][CH:28]5[O:30][CH:25]([CH2:26][CH2:27]5)[CH2:24]4)=[C:17]3[CH:16]=[N:15]2)[CH2:10][CH2:9]1)[C:2]1[CH:7]=[CH:6][CH:5]=[CH:4][CH:3]=1. Procedure details: 50 mg (0.11 mmol) of 1-(1-benzylpiperidin-4-yl)-6-chloro-4-(8-oxa-3-azabicyclo[3.2.1]oct-3-yl)-1H-pyrazolo[3,4-d]pyrimidine was dissolved in 1 mL ethylene glycol. 0.24 mmol (26.2 mg) 4-aminophenol was added and the mixture was heated under microwave irradiation to 220 C (15 min). The mixture was diluted with 1 mL DMSO and purified by HPLC (TFA buffers) to give 16 mg of the title compound. The reactants are N1=C(Cl)N=C(Cl)N=C1Cl (cyanuric chloride), C1(CC1)N (cyclopropylamine), [OH-].[Na+] (sodium hydroxide). The solvent is ClC1=CC=CC=C1 (chlorobenzene). Run at temperature -10 celsius, time 2 hour. Yields the product C1(CC1)NC1=NC(=NC(=N1)Cl)Cl (2-cyclopropylamino-4,6-dichloro-s-triazine). RXN SMILES: [N:1]1[C:8]([Cl:9])=[N:7][C:5]([Cl:6])=[N:4][C:2]=1Cl.[CH:10]1([NH2:13])[CH2:12][CH2:11]1.[OH-].[Na+]>ClC1C=CC=CC=1>[CH:10]1([NH:13][C:2]2[N:1]=[C:8]([Cl:9])[N:7]=[C:5]([Cl:6])[N:4]=2)[CH2:12][CH2:11]1 |f:2.3|. Reported procedure: 133 g of cyanuric chloride are suspended in 720 ml of chlorobenzene and cooled to -10° C. To this suspension are added with stirring 50 ml of cyclopropylamine dropwise over a period of 25 minutes. Keeping the temperature at -10° C., 96 ml of aqueous sodium hydroxide (30% NaOH) are added dropwise. The reaction mixture is then stirred at -10° C. for 11/2 hours and allowed to stand for a further 16 hours at room temperature, after which it is washed with water (2×400 ml), dried over anhydrous sodiu... Reactants: [H-].[Na+] (NaH), C(C1=CC=CC=C1)C#N (Benzylcyanide), C(C(C)C)(=O)OCC (Ethyl isobutyrate). Run in C1CCOC1 (THF). Run at temperature 0 celsius, time 30 minute. The product is CC(C(C(C#N)C1=CC=CC=C1)=O)C (4-methyl-3-oxo-2-phenyl-pentanenitrile). The yield is 19.2%. As a reaction SMILES: [CH2:1]([C:8]#[N:9])[C:2]1[CH:7]=[CH:6][CH:5]=[CH:4][CH:3]=1.[H-].[Na+].[C:12](OCC)(=[O:16])[CH:13]([CH3:15])[CH3:14]>C1COCC1>[CH3:14][CH:13]([CH3:15])[C:12](=[O:16])[CH:1]([C:2]1[CH:7]=[CH:6][CH:5]=[CH:4][CH:3]=1)[C:8]#[N:9] |f:1.2|. Procedure: Benzylcyanide (1500 mg, 12.8 mmol) was dissolved in 150 ml dry THF and cooled down to 0° C. The solution was stirred at that temperature while NaH (60% in mineral oil, 663 mg) was added slowly. After the addition was completed, the mixture was stirred at 0° C. for 30 min and then the ice bath was removed and stirring continued at RT for 120 min. Ethyl isobutyrate (1785 mg, 15.4 mmol) was added at once and the reaction mixture heated at 60° C. for 2 h. The THF was removed in vacuo and the residue... The reactants are C, CO, Cc1nc2c(n1C)CCN(C(=O)c1ccc([N+](=O)[O-])cc1)c1ccccc1-2, [Pd]. Product: Cc1nc2c(n1C)CCN(C(=O)c1ccc(N)cc1)c1ccccc1-2. As a reaction SMILES: [C:30].[CH3:28][OH:29].[N+:1]([O-:2])(=[O:3])[c:4]1[cH:5][cH:6][c:7]([C:8](=[O:9])[N:10]2[CH2:11][CH2:12][c:13]3[c:14]([n:21][c:22]([CH3:25])[n:23]3[CH3:24])-[c:15]3[c:16]2[cH:17][cH:18][cH:19][cH:20]3)[cH:26][cH:27]1.[Pd:31]>>[NH2:1][c:4]1[cH:5][cH:6][c:7]([C:8](=[O:9])[N:10]2[CH2:11][CH2:12][c:13]3[c:14]([n:21][c:22]([CH3:25])[n:23]3[CH3:24])-[c:15]3[c:16]2[cH:17][cH:18][cH:19][cH:20]3)[cH:26][cH:27]1. The reactants are C(C)(CC)[Li] (sec-butyl lithium), O (water), C(C)OC1=C(C(=CC=C1)F)F (1-ethoxy-2,3-difluorobenzene), C(CC)[C@@H]1CC[C@H](CC1)[C@@H]1CC[C@H](CC1)CCCC=O (4-(trans-4-(trans-4-propylcyclohexyl)cyclohexyl)butanal). Run in C1CCOC1 (THF), C1CCOC1 (THF). Run at temperature -50 celsius, time 2 hour. Product: C(C)OC1=C(C(=C(C=C1)C=CCC[C@@H]1CC[C@H](CC1)[C@@H]1CC[C@H](CC1)CCC)F)F (1-ethoxy-2,3-difluoro-4-(4-(trans-4-(trans-4-propylcyclohexyl)cyclohexyl)-1-butenyl)benzene). The yield is 74.0%. RXN SMILES: [CH2:1]([O:3][C:4]1[CH:9]=[CH:8][CH:7]=[C:6]([F:10])[C:5]=1[F:11])[CH3:2].C([Li])(CC)C.[CH2:17]([C@H:20]1[CH2:25][CH2:24][C@H:23]([C@H:26]2[CH2:31][CH2:30][C@H:29]([CH2:32][CH2:33][CH2:34][CH:35]=O)[CH2:28][CH2:27]2)[CH2:22][CH2:21]1)[CH2:18][CH3:19].O>C1COCC1>[CH2:1]([O:3][C:4]1[CH:9]=[CH:8][C:7]([CH:35]=[CH:34][CH2:33][CH2:32][C@H:29]2[CH2:30][CH2:31][C@H:26]([C@H:23]3[CH2:22][CH2:21][C@H:20]([CH2:17][CH2:18][CH3:19])[CH2:25][CH2:24]3)[CH2:27][CH2:28]2)=[C:6]([F:10])[C:5]=1[F:11])[CH3:2]. Procedure: Under nitrogen gas stream, a solution of 30.7 g (194 mmol) of 1-ethoxy-2,3-difluorobenzene in 300 ml of THF was cooled down to −70° C., 194 ml of sec-butyl lithium (1.0M cyclohexane solution) was added by drops thereto while being maintained at the same temperature, and they were stirred at the same temperature for 2 hours. To this reaction mixture was added by drops a solution of 45.1 g (162 mmol) of the crude 4-(trans-4-(trans-4-propylcyclohexyl)cyclohexyl)butanal obtained by the reaction in t...